Task: describe an organic reaction: reactants, conditions, products, and yield. Dataset: the Open Reaction Database (ORD), a public repository of structured organic reaction records Starting materials: [Br-], [Li]CCCC, C1CCOC1, C[P+](c1ccccc1)(c1ccccc1)c1ccccc1, CS(C)=O, Cl, CC(=O)CCCCC(=O)O, O. Product: C=C(C)CCCCC(=O)O. As a reaction SMILES: [Br-:18].[CH2:1]([Li:2])[CH2:3][CH2:4][CH3:5].[CH2:43]1[O:44][CH2:45][CH2:46][CH2:47]1.[CH3:19][P+:20]([c:21]1[cH:22][cH:23][cH:24][cH:25][cH:26]1)([c:27]1[cH:28][cH:29][cH:30][cH:31][cH:32]1)[c:33]1[cH:34][cH:35][cH:36][cH:37][cH:38]1.[CH3:39][S:40](=[O:41])[CH3:42].[ClH:17].[O:6]=[C:7]([CH2:8][CH2:9][CH2:10][CH2:11][C:12](=[O:13])[OH:14])[CH3:15].[OH2:16]>>[CH3:1][C:7]([CH2:8][CH2:9][CH2:10][CH2:11][C:12](=[O:13])[OH:14])=[CH2:15]. Starting materials: BrC1=CC(=CC2=C1NC(=N2)N2[C@@H](CN(CC2)C2=C(C=C(C=N2)CO)Cl)C)C(F)(F)F ({6-[(3R)-4-(7-Bromo-5-trifluoromethyl-1H-benzoimidazol-2-yl)-3-methyl-piperazin-1-yl]-5-chloro-pyridin-3-yl}-methanol), FC1=CC=C(C(=C1F)F)B(O)O (4,5,6-trifluorophenylboronic acid). As a reaction SMILES: Br[C:2]1[C:7]2[NH:8][C:9]([N:11]3[CH2:16][CH2:15][N:14]([C:17]4[N:22]=[CH:21][C:20]([CH2:23][OH:24])=[CH:19][C:18]=4[Cl:25])[CH2:13][C@H:12]3[CH3:26])=[N:10][C:6]=2[CH:5]=[C:4]([C:27]([F:30])([F:29])[F:28])[CH:3]=1.[F:31][C:32]1[C:37]([F:38])=[C:36]([F:39])[C:35](B(O)O)=[CH:34][CH:33]=1>>[Cl:25][C:18]1[CH:19]=[C:20]([CH2:23][OH:24])[CH:21]=[N:22][C:17]=1[N:14]1[CH2:15][CH2:16][N:11]([C:9]2[NH:8][C:7]3[C:2]([C:34]4[CH:33]=[C:32]([F:31])[C:37]([F:38])=[C:36]([F:39])[CH:35]=4)=[CH:3][C:4]([C:27]([F:28])([F:30])[F:29])=[CH:5][C:6]=3[N:10]=2)[C@H:12]([CH3:26])[CH2:13]1. Procedure details: {6-[(3R)-4-(7-Bromo-5-trifluoromethyl-1H-benzoimidazol-2-yl)-3-methyl-piperazin-1-yl]-5-chloro-pyridin-3-yl}-methanol (152 mg, 0.3 mmol, Example 151) and 4,5,6-trifluorophenylboronic acid (106 mg, 0.6 mmol, Aldrich) reacted under the conditions of Example 158 to give the title compound. MS (ESI, pos. ion) m/z: 556 (M+1). Product: ClC=1C=C(C=NC1N1C[C@H](N(CC1)C1=NC2=C(N1)C(=CC(=C2)C(F)(F)F)C2=CC(=C(C(=C2)F)F)F)C)CO ((5-Chloro-6-{(3R)-3-methyl-4-[5-trifluoromethyl-7-(3,4,5-trifluoro-phenyl)-1H-benzoimidazol-2-yl]-piperazin-1-yl}-pyridin-3-yl)-methanol). Reactants: ClCC1COC2=C(O1)C=C(C=C2)[N+](=O)[O-] (2-chloromethyl 7-nitro 2,3-dihydro [4H] 1,4-benzodioxin). The reagents and catalysts are [Pd] (palladium). Solvent: C(C)O (ethanol). Yields the product ClCC1COC2=C(O1)C=C(C=C2)N (2-chloromethyl 7-amino 2,3-dihydro [4H] 1,4-benzodioxin). Reaction SMILES: [Cl:1][CH2:2][CH:3]1[O:8][C:7]2[CH:9]=[C:10]([N+:13]([O-])=O)[CH:11]=[CH:12][C:6]=2[O:5][CH2:4]1>C(O)C.[Pd]>[Cl:1][CH2:2][CH:3]1[O:8][C:7]2[CH:9]=[C:10]([NH2:13])[CH:11]=[CH:12][C:6]=2[O:5][CH2:4]1. Procedure details: 150 g of 2-chloromethyl 7-nitro 2,3-dihydro [4H] 1,4-benzodioxin are dissolved in 2600 ml ethanol. 15 g of palladium on coal are added and the whole mixture is hydrogenated at room temperature and atmospheric pressure. Starting materials: [Br-].C(=O)(O)C(CC[N+]1=C(SC2=C1C=CC=C2)C)CC (3-carboxypentyl-2-methylbenzothiazolium bromide), malonaldehyde dianil hydrochloride, C(C)(=O)OC(C)=O (acetic anhydride). Solvent: C(C)(=O)O (acetic acid). Yields the product [Br-].N(C1=CC=CC=C1)C=CC=CC=1SC2=C([N+]1CCC(CC)C(=O)O)C=CC=C2 (2-(4-anilinobutadienyl)-3-carboxypentyl-benzothiazolium bromide). Reaction SMILES: [Br-:1].[C:2]([CH:5]([CH2:18][CH3:19])[CH2:6][CH2:7][N+:8]1[C:12]2[CH:13]=[CH:14][CH:15]=[CH:16][C:11]=2[S:10][C:9]=1[CH3:17])([OH:4])=[O:3].C(O[C:24](=O)[CH3:25])(=O)C>C(O)(=O)C>[Br-:1].[NH:8]([CH:7]=[CH:24][CH:25]=[CH:17][C:9]1[S:10][C:11]2[CH:16]=[CH:15][CH:14]=[CH:13][C:12]=2[N+:8]=1[CH2:7][CH2:6][CH:5]([C:2]([OH:4])=[O:3])[CH2:18][CH3:19])[C:12]1[CH:13]=[CH:14][CH:15]=[CH:16][CH:11]=1 |f:0.1,4.5|. Procedure: The desired compound is prepared by heating 3.44 g of 3-carboxypentyl-2-methylbenzothiazolium bromide, 5.14 g of malonaldehyde dianil hydrochloride and 2 mL of acetic anhydride in 30 mL of acetic acid for 6 hours.